This data is from the Open Reaction Database (ORD), a public repository of structured organic reaction records. The task is: describe an organic reaction: reactants, conditions, products, and yield The reactants are COc1ccc(S(=O)(=O)Nc2cc(Br)cnc2Cl)cc1, O=C([O-])[O-], CC(=O)Nc1nc2ccc(B3OC(C)(C)C(C)(C)O3)cc2s1, [Na+], [Na+], C1COCCO1. The product is COc1ccc(S(=O)(=O)Nc2cc(-c3ccc4nc(NC(C)=O)sc4c3)cnc2Cl)cc1. As a reaction SMILES: [Br:23][c:24]1[cH:25][c:26]([NH:31][S:32](=[O:33])(=[O:34])[c:35]2[cH:36][cH:37][c:38]([O:41][CH3:42])[cH:39][cH:40]2)[c:27]([Cl:30])[n:28][cH:29]1.[C:49](=[O:50])([O-:51])[O-:52].[CH3:1][C:2]1([CH3:3])[C:4]([CH3:5])([CH3:6])[O:7][B:8]([c:9]2[cH:10][c:11]3[c:12]([n:13][c:14]([NH:16][C:17]([CH3:18])=[O:19])[s:15]3)[cH:20][cH:21]2)[O:22]1.[Na+:53].[Na+:54].[O:43]1[CH2:44][CH2:45][O:46][CH2:47][CH2:48]1>>[c:9]1(-[c:24]2[cH:25][c:26]([NH:31][S:32](=[O:33])(=[O:34])[c:35]3[cH:36][cH:37][c:38]([O:41][CH3:42])[cH:39][cH:40]3)[c:27]([Cl:30])[n:28][cH:29]2)[cH:10][c:11]2[c:12]([n:13][c:14]([NH:16][C:17]([CH3:18])=[O:19])[s:15]2)[cH:20][cH:21]1. Reactants: OCC1=C(C=C(C(=C1OC)OC)OC)[N+](=O)[O-] (2-hydroxymethyl-1-nitro-3,4,5-trimethoxybenzene), C(C)N(C1=CC=CC=C1)CC (N,N-diethylaniline), ClCOC (chloromethylmethyl ether). Run in C(Cl)(Cl)Cl (chloroform). Reaction conditions: time 8 hour. The product is COCOCC1=C(C=C(C(=C1OC)OC)OC)[N+](=O)[O-] (2-methoxymethoxymethyl-1-nitro-3,4,5-trimethoxybenzene). The yield is 99.3%. RXN SMILES: [OH:1][CH2:2][C:3]1[C:8]([O:9][CH3:10])=[C:7]([O:11][CH3:12])[C:6]([O:13][CH3:14])=[CH:5][C:4]=1[N+:15]([O-:17])=[O:16].C(N(CC)C1C=CC=CC=1)C.Cl[CH2:30][O:31][CH3:32]>C(Cl)(Cl)Cl>[CH3:30][O:31][CH2:32][O:1][CH2:2][C:3]1[C:8]([O:9][CH3:10])=[C:7]([O:11][CH3:12])[C:6]([O:13][CH3:14])=[CH:5][C:4]=1[N+:15]([O-:17])=[O:16]. Procedure details: To a mixture of 2-hydroxymethyl-1-nitro-3,4,5-trimethoxybenzene (6.5 g, 26.7 mmol) and N,N-diethylaniline (9.96 g, 66.8 mmol) in dry chloroform (150 ml) was added dropwise chloromethylmethyl ether (4.28 g, 53.5 mmol) in an ice-bath. After stirring at room temperature overnight, the reaction mixture was washed successively with 1% hydrochloric acid, water, 10% sodium bicarbonate solution and water, and dried over sodium sulfate. The solvent was removed by evaporation in vacuo and the residue was ... RXN SMILES: [C:39](=[O:40])([O-:41])[O-:42].[CH2:1]([c:2]1[cH:3][cH:4][cH:5][cH:6][cH:7]1)[O:8][C:9](=[O:10])[NH:11][CH:12]([C:13](=[O:14])[NH:15][CH:16]1[CH:17]([CH2:30][S:31](=[O:32])(=[O:33])[CH3:34])[CH2:18][CH:19]([NH:22][C:23]([O:24][C:25]([CH3:26])([CH3:27])[CH3:28])=[O:29])[CH2:20][CH2:21]1)[CH2:35][CH2:36][S:37][CH3:38].[Cs+:43].[Cs+:44].[I:45][CH3:46].[O:47]=[CH:48][N:49]([CH3:50])[CH3:51]>>[CH2:1]([c:2]1[cH:3][cH:4][cH:5][cH:6][cH:7]1)[O:8][C:9](=[O:10])[NH:11][CH:12]1[C:13](=[O:14])[N:15]([CH:16]2[CH:17]([CH2:30][S:31](=[O:32])(=[O:33])[CH3:34])[CH2:18][CH:19]([NH:22][C:23]([O:24][C:25]([CH3:26])([CH3:27])[CH3:28])=[O:29])[CH2:20][CH2:21]2)[CH2:36][CH2:35]1. Yields the product CC(C)(C)OC(=O)NC1CCC(N2CCC(NC(=O)OCc3ccccc3)C2=O)C(CS(C)(=O)=O)C1. Starting materials: O=C([O-])[O-], CSCCC(NC(=O)OCc1ccccc1)C(=O)NC1CCC(NC(=O)OC(C)(C)C)CC1CS(C)(=O)=O, [Cs+], [Cs+], CI, CN(C)C=O. Reactants: [N+](=O)([O-])C1=C2C(C=3CCCCC3C(C2=CC=C1)=O)=O (5-nitrotetrahydroanthraquinone), [H][H] (hydrogen), O=O (oxygen). Reagents/catalysts: [Pd] (palladium on carbon). Solvent: C(C)O (ethanol). Product: NC1=CC=CC=2C(C3=CC=CC=C3C(C12)=O)=O (1-aminoanthraquinone). Yield: 97.5%. Reaction SMILES: [N+:1]([C:4]1[CH:17]=[CH:16][CH:15]=[C:14]2[C:5]=1[C:6](=[O:19])[C:7]1[CH2:8][CH2:9][CH2:10][CH2:11][C:12]=1[C:13]2=[O:18])([O-])=O.[H][H].O=O>[Pd].C(O)C>[NH2:1][C:4]1[C:5]2[C:6](=[O:19])[C:7]3[C:12](=[CH:11][CH:10]=[CH:9][CH:8]=3)[C:13](=[O:18])[C:14]=2[CH:15]=[CH:16][CH:17]=1. Procedure details: 0.13 Gram of a 5% palladium on carbon catalyst was added to a mixture of 13 grams of 5-nitrotetrahydroanthraquinone and 1200 grams of ethanol, and hydrogen was fed into the resultant mixture for absorption in an amount of 3 mols per mol of the 5-nitro compound at room temperature and under atmospheric pressure. The solution was first pale yellow in color, and then gradually turned yellowish brown and finally pale yellow again. Then, after the hydrogen in the reactor was replaced by nitrogen, 20 ... Run in C(C)O.O (ethanol water). As a reaction SMILES: [CH2:1]([O:8][C:9]([NH:11][C@@H:12]1[CH2:17][CH2:16][CH2:15][N:14]([C:18]2[CH:30]=[CH:29][C:28]([C:31]#[N:32])=[C:27]3[C:19]=2[C:20]2[CH:21]=[CH:22][C:23]([C:33]([O:35]CC)=[O:34])=[CH:24][C:25]=2[NH:26]3)[CH2:13]1)=[O:10])[C:2]1[CH:7]=[CH:6][CH:5]=[CH:4][CH:3]=1.[OH-].[K+]>C(O)C.O>[CH2:1]([O:8][C:9]([NH:11][C@@H:12]1[CH2:17][CH2:16][CH2:15][N:14]([C:18]2[CH:30]=[CH:29][C:28]([C:31]#[N:32])=[C:27]3[C:19]=2[C:20]2[CH:21]=[CH:22][C:23]([C:33]([OH:35])=[O:34])=[CH:24][C:25]=2[NH:26]3)[CH2:13]1)=[O:10])[C:2]1[CH:3]=[CH:4][CH:5]=[CH:6][CH:7]=1 |f:1.2,3.4|. Procedure: Step 3 A solution of (R)-ethyl 5-(3-(benzyloxycarbonylamino)piperidin-1-yl)-8-cyano-9H-carbazole-2-carboxylate (0.67 g, 1.349 mmol) and potassium hydroxide (0.379 g, 6.75 mmol) in 10:1 ethanol-water (33 mL) was heated at 85° C. for 2 h. The mixture was cooled to rt and the precipitate was collected by filtration, washed with ethanol and dried to afford (R)-5-(3-(benzyloxycarbonylamino)piperidin-1-yl)-8-cyano-9H-carbazole-2-carboxylic acid as a yellow solid (130 mg, 21%). Mass spectrum m/z 469.1 ... Isolated yield 20.6%. Reactants: C(C1=CC=CC=C1)OC(=O)N[C@H]1CN(CCC1)C1=C2C=3C=CC(=CC3NC2=C(C=C1)C#N)C(=O)OCC ((R)-ethyl 5-(3-(benzyloxycarbonylamino)piperidin-1-yl)-8-cyano-9H-carbazole-2-carboxylate), [OH-].[K+] (potassium hydroxide). Yields the product C(C1=CC=CC=C1)OC(=O)N[C@H]1CN(CCC1)C1=C2C=3C=CC(=CC3NC2=C(C=C1)C#N)C(=O)O ((R)-5-(3-(benzyloxycarbonylamino)piperidin-1-yl)-8-cyano-9H-carbazole-2-carboxylic acid). The reactants are Br, O=N[O-], Nc1nc2ccc([N+](=O)[O-])cc2s1, [Na+], O, O=P(O)(O)O. RXN SMILES: [BrH:23].[N:19]([O-:20])=[O:21].[NH2:1][c:2]1[s:3][c:4]2[c:5]([n:6]1)[cH:7][cH:8][c:9]([N+:11](=[O:12])[O-:13])[cH:10]2.[Na+:22].[OH2:24].[P:14](=[O:15])([OH:16])([OH:17])[OH:18]>>[c:2]1([Br:23])[s:3][c:4]2[c:5]([n:6]1)[cH:7][cH:8][c:9]([N+:11](=[O:12])[O-:13])[cH:10]2. Yields the product O=[N+]([O-])c1ccc2nc(Br)sc2c1. The reactants are CI, [H-], Nc1cccc(C2(O)CCOCC2)c1, [Na+], CN(C)C=O. The product is COC1(c2cccc(N)c2)CCOCC1. As a reaction SMILES: [CH3:17][I:18].[H-:15].[NH2:1][c:2]1[cH:3][c:4]([C:8]2([OH:14])[CH2:9][CH2:10][O:11][CH2:12][CH2:13]2)[cH:5][cH:6][cH:7]1.[Na+:16].[O:19]=[CH:20][N:21]([CH3:22])[CH3:23]>>[NH2:1][c:2]1[cH:3][c:4]([C:8]2([O:14][CH3:17])[CH2:9][CH2:10][O:11][CH2:12][CH2:13]2)[cH:5][cH:6][cH:7]1. The reactants are OC=1C(=C(OCCCOC2=CC=C(C=C2)C(C(=O)O)=O)C=CC1C(=O)OC)CCC (4-[3-[3-hydroxy-4-(methoxycarbonyl)-2-propylphenoxy)propoxy]-alphaoxobenzeneacetic acid), [OH-].[Na+] (sodium hydroxide). Run in CO (methanol). Product: C(=O)(O)C1=C(C(=C(OCCCOC2=CC=C(C=C2)C(C(=O)O)=O)C=C1)CCC)O (4-[3-[4-carboxy-3-hydroxy-2-propylphenoxy)propoxy]-alpha-oxobenzeneacetic acid). RXN SMILES: [OH:1][C:2]1[C:3]([CH2:28][CH2:29][CH3:30])=[C:4]([CH:21]=[CH:22][C:23]=1[C:24]([O:26]C)=[O:25])[O:5][CH2:6][CH2:7][CH2:8][O:9][C:10]1[CH:15]=[CH:14][C:13]([C:16](=[O:20])[C:17]([OH:19])=[O:18])=[CH:12][CH:11]=1.[OH-].[Na+]>CO>[C:24]([C:23]1[CH:22]=[CH:21][C:4]([O:5][CH2:6][CH2:7][CH2:8][O:9][C:10]2[CH:15]=[CH:14][C:13]([C:16](=[O:20])[C:17]([OH:19])=[O:18])=[CH:12][CH:11]=2)=[C:3]([CH2:28][CH2:29][CH3:30])[C:2]=1[OH:1])([OH:26])=[O:25] |f:1.2|. Reported procedure: A solution of 4-[3-[3-hydroxy-4-(methoxycarbonyl)-2-propylphenoxy)propoxy]-alphaoxobenzeneacetic acid (0.3 g) in methanol (30 mL) was treated with 4N sodium hydroxide (0.58 mL) was stirred at reflux for 46 hours. The methanol was removed in vacuo, then the mixture was acidified with 3N hydrochloric acid and extracted with dichloromethane-tetrahydrofuran (1:1). The dried (MgSO4) extracts were evaporated and the solid residue was crystallized from dichloromethane-hexane, and then from acetone-hexa... Reactants: CCOC(=O)CBr, CC#N, c1ccc(Oc2cccnc2)cc1. Product: [Br-], CCOC(=O)C[n+]1cccc(Oc2ccccc2)c1. Reaction SMILES: [Br:14][CH2:15][C:16](=[O:17])[O:18][CH2:19][CH3:20].[CH3:21][C:22]#[N:23].[O:1]([c:2]1[cH:3][cH:4][cH:5][cH:6][cH:7]1)[c:8]1[cH:9][n:10][cH:11][cH:12][cH:13]1>>[Br-:14].[O:1]([c:2]1[cH:3][cH:4][cH:5][cH:6][cH:7]1)[c:8]1[cH:9][n+:10]([CH2:15][C:16](=[O:17])[O:18][CH2:19][CH3:20])[cH:11][cH:12][cH:13]1. Reaction SMILES: [C:1](#[N:2])[C:3]1([c:10]2[c:11](-[c:15]3[cH:16][cH:17][cH:18][cH:19][cH:20]3)[s:12][cH:13][cH:14]2)[CH2:4][CH2:5][N:6]([CH3:9])[CH2:7][CH2:8]1.[CH2:31]([Cl:32])[Cl:33].[Cl:21][C:22](=[O:23])[O:24][c:25]1[cH:26][cH:27][cH:28][cH:29][cH:30]1>>[C:1](#[N:2])[C:3]1([c:10]2[c:11](-[c:15]3[cH:16][cH:17][cH:18][cH:19][cH:20]3)[s:12][cH:13][cH:14]2)[CH2:4][CH2:5][N:6]([C:22](=[O:23])[O:24][c:25]2[cH:26][cH:27][cH:28][cH:29][cH:30]2)[CH2:7][CH2:8]1. Product: N#CC1(c2ccsc2-c2ccccc2)CCN(C(=O)Oc2ccccc2)CC1. Reactants: CN1CCC(C#N)(c2ccsc2-c2ccccc2)CC1, ClCCl, O=C(Cl)Oc1ccccc1.